Dataset: the Open Reaction Database (ORD), a public repository of structured organic reaction records. Task: describe an organic reaction: reactants, conditions, products, and yield The reactants are O=C(NC(c1cccc(OCc2ccccc2)c1)c1nccnc1Cl)C1CCC1, O=C(O)C1CCC1. Product: O=C(NC(c1cccc(OCc2ccccc2)c1)c1nccnc1Cl)C1CCCC1. RXN SMILES: [CH2:1]([c:2]1[cH:3][cH:4][cH:5][cH:6][cH:7]1)[O:8][c:9]1[cH:10][c:11]([CH:15]([c:16]2[n:17][cH:18][cH:19][n:20][c:21]2[Cl:22])[NH:23][C:24](=[O:25])[CH:26]2[CH2:27][CH2:28][CH2:29]2)[cH:12][cH:13][cH:14]1.[CH:30]1([C:31]([OH:32])=[O:33])[CH2:34][CH2:35][CH2:36]1>>[CH2:1]([c:2]1[cH:3][cH:4][cH:5][cH:6][cH:7]1)[O:8][c:9]1[cH:10][c:11]([CH:15]([c:16]2[n:17][cH:18][cH:19][n:20][c:21]2[Cl:22])[NH:23][C:24](=[O:25])[CH:26]2[CH2:27][CH2:28][CH2:29][CH2:30]2)[cH:12][cH:13][cH:14]1. Reactants: CC(=O)[O-], CCO, ClC1=N[SH](Cl)NC2=C1OCCC2, [Na+]. The product is Cl[SH]1N=CC2=C(CCCO2)N1. Reaction SMILES: [CH3:14][C:15](=[O:16])[O-:17].[CH3:18][CH2:19][OH:20].[Cl:1][SH:2]1[N:3]=[C:4]([Cl:12])[C:5]2=[C:6]([NH:7]1)[CH2:8][CH2:9][CH2:10][O:11]2.[Na+:13]>>[Cl:1][SH:2]1[N:3]=[CH:4][C:5]2=[C:6]([NH:7]1)[CH2:8][CH2:9][CH2:10][O:11]2. Starting materials: [Br-].C[N+](CCCNC)(C)C (N,N,N-trimethyl-[3-(methylamino)]-1-propanaminium bromide), ICCCI (1,3-diiodopropane). RXN SMILES: [Br-].[CH3:2][N+:3]([CH3:10])([CH3:9])[CH2:4][CH2:5][CH2:6][NH:7][CH3:8].[I:11][CH2:12][CH2:13][CH2:14]I>C(#N)C>[I-:11].[I:11][CH2:12][CH2:13][CH2:14][N:7]([CH2:6][CH2:5][CH2:4][N+:3]([CH3:10])([CH3:9])[CH3:2])[CH3:8] |f:0.1,4.5|. Conditions: time 2 hour. The product is [I-].ICCCN(C)CCC[N+](C)(C)C (3-[N'-(3-Iodopropyl)-N'-methylamino]-N,N,N-trimethyl-1-propanaminium Iodide). Run in C(C)#N (acetonitrile), C(C)#N (acetonitrile). Reported procedure: To a stirred solution of 216.2 mg. (1 mmole) of N,N,N-trimethyl-[3-(methylamino)]-1-propanaminium bromide in 1.5 ml. of acetonitrile is added a solution of 296 mg. (1 mmole) of 1,3-diiodopropane in 0.5 ml. of acetonitrile. The mixture is stirred at room temperature for 2.0 hours and the insoluble N,N,N-trimethyl-[3-(methylamino)]-1-propanaminium bromide hydrobromide is removed by filtration. The filtrate is evaporated and the solid residue obtained is extracted with methylene chloride. The methy... The reactants are O (water), C(=O)([O-])[O-].[Cs+].[Cs+] (Cs2CO3), BrC=1C=NNC1 (4-bromo-1H-pyrazole), ClCC1OC(OC1)(C)C (4-(chloromethyl)-2,2-dimethyl-1,3-dioxolane). Solvent: CCOC(=O)C (EtOAc), CN(C)C=O (DMF). Reaction conditions: temperature 65 celsius, time 14 hour. Product: BrC=1C=NN(C1)CC1OC(OC1)(C)C (4-bromo-1-((2,2-dimethyl-1,3-dioxolan-4-yl)methyl)-1H-pyrazole). Reaction SMILES: C([O-])([O-])=O.[Cs+].[Cs+].[Br:7][C:8]1[CH:9]=[N:10][NH:11][CH:12]=1.Cl[CH2:14][CH:15]1[CH2:19][O:18][C:17]([CH3:21])([CH3:20])[O:16]1.O>CN(C=O)C.CCOC(C)=O>[Br:7][C:8]1[CH:9]=[N:10][N:11]([CH2:14][CH:15]2[CH2:19][O:18][C:17]([CH3:21])([CH3:20])[O:16]2)[CH:12]=1 |f:0.1.2|. Procedure: Cs2CO3 (5.3 g, 16.3 mmol) was added to a solution of 4-bromo-1H-pyrazole (2 g, 13.6 mmol) in DMF (10 mL), followed by 4-(chloromethyl)-2,2-dimethyl-1,3-dioxolane (2.46 g, 16.3 mmol) and the resulting mixture heated to an internal temperature of 65° C. After stirring for 14 h, water and EtOAc was added and the layers separated. The organic layer was washed a second time with water, dried with over anhydorus magnesium sulfate, filtered and concentrated under reduced pressure. The resulting crude r...